This data is from the Open Reaction Database (ORD), a public repository of structured organic reaction records. The task is: describe an organic reaction: reactants, conditions, products, and yield Starting materials: [N+](=O)([O-])C=1C=C(C2=C(CCO2)C1)C=1C=NC=CC1 (2,3-Dihydro-5-nitro-7-(pyrid-3-yl)benzofuran), [Sn] (tin), O (water), [Sn] (tin), [OH-].[Na+] (sodium hydroxide). The solvent is C(C)O (ethanol), Cl (hydrochloric acid), Cl (hydrochloric acid). Reaction conditions: temperature 50 celsius, time 18 hour. Product: NC=1C=C(C2=C(CCO2)C1)C=1C=NC=CC1 (5-Amino-2,3-dihydro-7-(pyrid-3-yl)benzofuran). Yield: 77.5%. RXN SMILES: [N+:1]([C:4]1[CH:5]=[C:6]([C:13]2[CH:14]=[N:15][CH:16]=[CH:17][CH:18]=2)[C:7]2[O:11][CH2:10][CH2:9][C:8]=2[CH:12]=1)([O-])=O.[Sn].O.[OH-].[Na+]>C(O)C.Cl>[NH2:1][C:4]1[CH:5]=[C:6]([C:13]2[CH:14]=[N:15][CH:16]=[CH:17][CH:18]=2)[C:7]2[O:11][CH2:10][CH2:9][C:8]=2[CH:12]=1 |f:3.4,^3:18|. Procedure: 2,3-Dihydro-5-nitro-7-(pyrid-3-yl)benzofuran (D63) (0.19 g, 0.00079 mole) in ethanol (20 ml) was treated with a solution of tin II chloride (0.75 g, 0.0040 mole) in conc. hydrochloric acid (1 ml) and heated at 50° C. for 2 hours. A further 0.38 g tin II chloride in conc. hydrochloric acid (0.5 ml) was added and the mixture was heated at 50° C. for ½ hour and stirred at ambient temperature for 18 hours. Deionised water (5 ml) was added and the mixture was basified with 10% sodium hydroxide soluti... The reactants are CC#N, CO, Cl, COC(=O)c1cc(F)c(OC(C)c2ccncc2)cc1OC, [Na+], [OH-], O. Product: COc1cc(OC(C)c2ccncc2)c(F)cc1C(=O)O. Reaction SMILES: [CH3:27][C:28]#[N:29].[CH3:30][OH:31].[ClH:25].[F:1][c:2]1[c:3]([O:14][CH:15]([CH3:16])[c:17]2[cH:18][cH:19][n:20][cH:21][cH:22]2)[cH:4][c:5]([O:12][CH3:13])[c:6]([C:7](=[O:8])[O:9][CH3:10])[cH:11]1.[Na+:24].[OH-:23].[OH2:26]>>[F:1][c:2]1[c:3]([O:14][CH:15]([CH3:16])[c:17]2[cH:18][cH:19][n:20][cH:21][cH:22]2)[cH:4][c:5]([O:12][CH3:13])[c:6]([C:7](=[O:8])[OH:9])[cH:11]1. Conditions: time 46 hour. Run in CO.C(Cl)(Cl)Cl (methanol chloroform). Product: FC=1C=C(C=CC1N1CC(C1)(C)OC)N1C(O[C@H](C1)CNC(C)=O)=O ((S)-N-[[3-[3-fluoro-4-(3-methoxy-3-methyl-1-azetidinyl)phenyl]-2-oxo-5-oxazolidinyl]methyl]acetamide). The reactants are N1=CC=CC=C1 (pyridine), C(C)(=O)OC(C)=O (acetic anhydride), S(C)(=O)(=O)[O-] (mesylate), FC=1C=C(C=CC1N1CC(C1)(C)OC)N1C(O[C@@H](C1)CCS(=O)(=O)[O-])=O ((R)-[[3-[3-fluoro-4-(3-methoxy-3-methyl1-azetidinyl)phenyl]-2-oxo-5-oxazolidinyl]methyl]methanesulfonate), [OH-].[NH4+].C(C)(C)O (ammonium hydroxide isopropanol), O1C(NCC1)=O (oxazolidinone), C(=O)=O (dry-ice). Procedure details: A mixture of (R)-[[3-[3-fluoro-4-(3-methoxy-3-methyl1-azetidinyl)phenyl]-2-oxo-5-oxazolidinyl]methyl]methanesulfonate (0.680 g, 1.75 mmol) in 2:1 ammonium hydroxide/isopropanol (30 mL) was heated to reflux (dry-ice condenser). TLC analysis (5% methanol/chloroform) after 7 hours revealed mostly starting material. The reaction was continued for an additional 46 hours. After cooling to ambient temperature, TLC indicated that the starting mesylate was essentially consumed. The reaction mixture was t... Reaction SMILES: [F:1][C:2]1[CH:3]=[C:4]([N:15]2[CH2:19][C@@H:18]([CH2:20]CS([O-])(=O)=O)[O:17][C:16]2=[O:26])[CH:5]=[CH:6][C:7]=1[N:8]1[CH2:11][C:10]([O:13][CH3:14])([CH3:12])[CH2:9]1.[OH-].[NH4+].[CH:29]([OH:32])(C)[CH3:30].C(=O)=O.S([O-])(=O)(=O)C.[N:41]1C=CC=CC=1.C(OC(=O)C)(=O)C.O1CCNC1=O>CO.C(Cl)(Cl)Cl>[F:1][C:2]1[CH:3]=[C:4]([N:15]2[CH2:19][C@H:18]([CH2:20][NH:41][C:29](=[O:32])[CH3:30])[O:17][C:16]2=[O:26])[CH:5]=[CH:6][C:7]=1[N:8]1[CH2:9][C:10]([O:13][CH3:14])([CH3:12])[CH2:11]1 |f:1.2.3,9.10|. The reactants are NC=1N=NC=CC1 (3-aminopyridazine), C(=O)(N1C=NC=C1)N1C=NC=C1 (1,1′carbonyldiimidazole), CC=1C(=NC=C(C1)C)CN(C1CCNCC1)CC1=NC=CC=C1C(C)C ((3,5-dimethyl-pyridin-2-ylmethyl)-(3-isopropyl-pyridin-2-ylmethyl)-piperidine-4-yl-amine). Run in C(Cl)Cl (CH2Cl2), C(Cl)Cl (CH2Cl2). Run at time 1.5 hour. The product is N1=NC(=CC=C1)NC(=O)N1CCC(CC1)N(CC1=NC=CC=C1C(C)C)CC1=NC=C(C=C1C)C (4-[(3,5-dimethyl-pyridin-2-ylmethyl)-(3-isopropyl-pyridin-2-ylmethyl)-amino]-piperidine-1-carboxylic acid pyridazin-3-ylamide). Yield: 28.2%. Reaction SMILES: [NH2:1][C:2]1[N:3]=[N:4][CH:5]=[CH:6][CH:7]=1.[C:8](N1C=CN=C1)(N1C=CN=C1)=[O:9].[CH3:20][C:21]1[C:22]([CH2:28][N:29]([CH2:36][C:37]2[C:42]([CH:43]([CH3:45])[CH3:44])=[CH:41][CH:40]=[CH:39][N:38]=2)[CH:30]2[CH2:35][CH2:34][NH:33][CH2:32][CH2:31]2)=[N:23][CH:24]=[C:25]([CH3:27])[CH:26]=1>C(Cl)Cl>[N:4]1[CH:5]=[CH:6][CH:7]=[C:2]([NH:1][C:8]([N:33]2[CH2:34][CH2:35][CH:30]([N:29]([CH2:28][C:22]3[C:21]([CH3:20])=[CH:26][C:25]([CH3:27])=[CH:24][N:23]=3)[CH2:36][C:37]3[C:42]([CH:43]([CH3:45])[CH3:44])=[CH:41][CH:40]=[CH:39][N:38]=3)[CH2:31][CH2:32]2)=[O:9])[N:3]=1. Procedure details: To a solution of 3-aminopyridazine (62 mg, 0.65 mmol) (Wermuth, C.-G. J. Het. Chem. 1998, 35, 1091-1100) in CH2Cl2 (5 mL) was added 1,1′carbonyldiimidazole (128 mg, 0.79 mmol). After stirring at room temperature for 1.5 h, the mixture was heated to 50° C. After 45 min, (3,5-dimethyl-pyridin-2-ylmethyl)-(3-isopropyl-pyridin-2-ylmethyl)-piperidine-4-yl-amine (115 mg, 0.33 mmol) was added and stirring was continued for 50° C. After 2 h, the reaction mixture was cooled, diluted with CH2Cl2 (20 mL), ...